This data is from the Open Reaction Database (ORD), a public repository of structured organic reaction records. The task is: describe an organic reaction: reactants, conditions, products, and yield The reactants are COC(=O)c1cc(C#N)ccc1CBr, CC#N, CCN(C(C)C)C(C)C, Cc1cc(Cl)cnc1CNC(C)(C)c1ccccn1. Yields the product COC(=O)c1cc(C#N)ccc1CN(Cc1ncc(Cl)cc1C)C(C)(C)c1ccccn1. As a reaction SMILES: [CH3:20][O:21][C:22]([c:23]1[c:24]([CH2:31][Br:32])[cH:25][cH:26][c:27]([C:29]#[N:30])[cH:28]1)=[O:33].[CH3:43][C:44]#[N:45].[CH:34]([N:35]([CH2:36][CH3:37])[CH:38]([CH3:39])[CH3:40])([CH3:41])[CH3:42].[Cl:1][c:2]1[cH:3][c:4]([CH3:19])[c:5]([CH2:8][NH:9][C:10]([CH3:11])([c:12]2[n:13][cH:14][cH:15][cH:16][cH:17]2)[CH3:18])[n:6][cH:7]1>>[Cl:1][c:2]1[cH:3][c:4]([CH3:19])[c:5]([CH2:8][N:9]([C:10]([CH3:11])([c:12]2[n:13][cH:14][cH:15][cH:16][cH:17]2)[CH3:18])[CH2:31][c:24]2[c:23]([C:22]([O:21][CH3:20])=[O:33])[cH:28][c:27]([C:29]#[N:30])[cH:26][cH:25]2)[n:6][cH:7]1. The reactants are COC=1C=C(C=O)C=CC1OC (3,4-dimethoxy benzaldehyde), C(C)(=O)CC(C)=O (acetyl acetone), N1CCCCC1 (piperidine). The solvent is C1CCCCC1 (cyclohexane). Reaction conditions: time 8 hour. Yields the product COC=1C=C(C=C(C(C)=O)C(C)=O)C=CC1OC (3-(3,4-dimethoxybenzylidene)-2,4-pentanedione). RXN SMILES: [CH3:1][O:2][C:3]1[CH:4]=[C:5]([CH:8]=[CH:9][C:10]=1[O:11][CH3:12])[CH:6]=O.[C:13]([CH2:16][C:17](=[O:19])[CH3:18])(=[O:15])[CH3:14].N1CCCCC1>C1CCCCC1>[CH3:1][O:2][C:3]1[CH:4]=[C:5]([CH:8]=[CH:9][C:10]=1[O:11][CH3:12])[CH:6]=[C:16]([C:17](=[O:19])[CH3:18])[C:13](=[O:15])[CH3:14]. Reported procedure: 3-(3,4-dimethoxybenzylidene)-2,4-pentanedione (hereinafter “Compound 2”) was prepared by the condensation of 3,4-dimethoxy benzaldehyde with acetyl acetone in the presence of piperidine and cyclohexane as the reaction medium at reflux temperature under continuous azeotropic water removal. The reaction takes about eight hours to complete. The reaction product was purified by crystallization with methanol. The typical yield of Compound 2 is about 67% with a purity, as determined by GC, of about 99... The reactants are O=C(n1ccnc1)n1ccnc1, CCOC(C)=O, CO, CN(CCCCCCCCN)CCC(c1ccc(Cl)cc1)c1ccccn1, N=C(N)Nc1nc(CSCCN)cs1. Product: CN(CCCCCCCCNC(=O)NCCSCc1csc(NC(=N)N)n1)CCC(c1ccc(Cl)cc1)c1ccccn1. RXN SMILES: [C:28](=[O:29])([n:30]1[cH:31][cH:32][n:33][cH:34]1)[n:35]1[cH:36][cH:37][n:38][cH:39]1.[C:56]([O:57][CH2:58][CH3:59])(=[O:60])[CH3:61].[CH3:54][OH:55].[Cl:1][c:2]1[cH:3][cH:4][c:5]([CH:8]([CH2:9][CH2:10][N:11]([CH2:12][CH2:13][CH2:14][CH2:15][CH2:16][CH2:17][CH2:18][CH2:19][NH2:20])[CH3:21])[c:22]2[n:23][cH:24][cH:25][cH:26][cH:27]2)[cH:6][cH:7]1.[NH:40]([C:41](=[NH:42])[NH2:43])[c:44]1[s:45][cH:46][c:47]([CH2:49][S:50][CH2:51][CH2:52][NH2:53])[n:48]1>>[Cl:1][c:2]1[cH:3][cH:4][c:5]([CH:8]([CH2:9][CH2:10][N:11]([CH2:12][CH2:13][CH2:14][CH2:15][CH2:16][CH2:17][CH2:18][CH2:19][NH:20][C:28](=[O:29])[NH:53][CH2:52][CH2:51][S:50][CH2:49][c:47]2[cH:46][s:45][c:44]([NH:40][C:41](=[NH:42])[NH2:43])[n:48]2)[CH3:21])[c:22]2[n:23][cH:24][cH:25][cH:26][cH:27]2)[cH:6][cH:7]1. Starting materials: CCOC(=O)CCCBr, O=C([O-])[O-], [K+], [K+], CCOC(=O)C1(N)CCCCC1. The product is CCOC(=O)CCCNC1(C(=O)OCC)CCCCC1. RXN SMILES: [Br:19][CH2:20][CH2:21][CH2:22][C:23](=[O:24])[O:25][CH2:26][CH3:27].[C:13](=[O:14])([O-:15])[O-:16].[K+:17].[K+:18].[NH2:1][C:2]1([C:8](=[O:9])[O:10][CH2:11][CH3:12])[CH2:3][CH2:4][CH2:5][CH2:6][CH2:7]1>>[NH:1]([C:2]1([C:8](=[O:9])[O:10][CH2:11][CH3:12])[CH2:3][CH2:4][CH2:5][CH2:6][CH2:7]1)[CH2:20][CH2:21][CH2:22][C:23](=[O:24])[O:25][CH2:26][CH3:27]. Product: BrC=1N=C(SC1)C1CN(C1)C(=O)OC(C)(C)C (tert-butyl 3-(4-bromothiazol-2-yl)azetidine-1-carboxylate). The yield is 15.3%. Reaction conditions: temperature 80 celsius, time 10 minute. As a reaction SMILES: BrCCBr.Cl[Si](C)(C)C.I[CH:11]1[CH2:14][N:13]([C:15]([O:17][C:18]([CH3:21])([CH3:20])[CH3:19])=[O:16])[CH2:12]1.Br[C:23]1[S:24][CH:25]=[C:26]([Br:28])[N:27]=1>O1CCCC1.[Zn].C1C=CC(P(C2C=CC=CC=2)C2C=CC=CC=2)=CC=1.C1C=CC(P(C2C=CC=CC=2)C2C=CC=CC=2)=CC=1.C1C=CC(P(C2C=CC=CC=2)C2C=CC=CC=2)=CC=1.C1C=CC(P(C2C=CC=CC=2)C2C=CC=CC=2)=CC=1.[Pd].O>[Br:28][C:26]1[N:27]=[C:23]([CH:11]2[CH2:14][N:13]([C:15]([O:17][C:18]([CH3:21])([CH3:20])[CH3:19])=[O:16])[CH2:12]2)[S:24][CH:25]=1 |f:6.7.8.9.10|. Reagents/catalysts: [Zn] (zinc), C1=CC=C(C=C1)P(C2=CC=CC=C2)C3=CC=CC=C3.C1=CC=C(C=C1)P(C2=CC=CC=C2)C3=CC=CC=C3.C1=CC=C(C=C1)P(C2=CC=CC=C2)C3=CC=CC=C3.C1=CC=C(C=C1)P(C2=CC=CC=C2)C3=CC=CC=C3.[Pd] (tetrakis(triphenylphosphine)palladium(O)). Run in O1CCCC1 (tetrahydrofuran), O1CCCC1 (tetrahydrofuran), O (water), O1CCCC1 (tetrahydrofuran), O1CCCC1 (tetrahydrofuran). The reactants are BrCCBr (1,2-Dibromoethane), Cl[Si](C)(C)C (chlorotrimethylsilane), IC1CN(C1)C(=O)OC(C)(C)C (tert-butyl 3-iodoazetidine-1-carboxylate), BrC=1SC=C(N1)Br (2,4-dibromothiazole). Reported procedure: 1,2-Dibromoethane (0.084 mL, 0.97 mmol) was added to a mixture of zinc powder (0.520 g, 8.13 mmol) in tetrahydrofuran (2 mL), and the resulting mixture was stirred for 10 min at 80° C. and was then cooled to room temperature. A solution of chlorotrimethylsilane (0.115 mL, 1.22 mmol) in tetrahydrofuran (1 mL) was added dropwise with stirring, and the resulting mixture stirred for 45 min at room temperature. A solution of tert-butyl 3-iodoazetidine-1-carboxylate (1.74 g, 6.15 mmol) in tetrahydrofu... Starting materials: FC1=CC=C(C=C1)C=1NC(C(C#N)=CC1)=O (6-(p-fluorophenyl)-1,2-dihydro-2-oxonicotinonitrile), C(C)N1CCNCC1 (N-ethylpiperazine). The solvent is CS(=O)C (dimethyl sulfoxide). The product is C(C)N1CCN(CC1)C1=CC=C(C=C1)C=1NC(C(C#N)=CC1)=O (6-[p-(4-ethyl-1-piperazinyl)phenyl]-1,2-dihydro-2-oxonicotinonitrile). Reaction SMILES: F[C:2]1[CH:7]=[CH:6][C:5]([C:8]2[NH:9][C:10](=[O:16])[C:11](=[CH:14][CH:15]=2)[C:12]#[N:13])=[CH:4][CH:3]=1.[CH2:17]([N:19]1[CH2:24][CH2:23][NH:22][CH2:21][CH2:20]1)[CH3:18]>CS(C)=O>[CH2:17]([N:19]1[CH2:24][CH2:23][N:22]([C:2]2[CH:7]=[CH:6][C:5]([C:8]3[NH:9][C:10](=[O:16])[C:11](=[CH:14][CH:15]=3)[C:12]#[N:13])=[CH:4][CH:3]=2)[CH2:21][CH2:20]1)[CH3:18]. Reported procedure: From 21.4 g. of 6-(p-fluorophenyl)-1,2-dihydro-2-oxonicotinonitrile and 22.8 g. of N-ethylpiperazine in 200 ml. of dimethyl sulfoxide, there is obtained 6-[p-(4-ethyl-1-piperazinyl)phenyl]-1,2-dihydro-2-oxonicotinonitrile; m.p. 283°-285° (dec.). Reactants: Cl.N[C@@H]1CC[C@H](CC1)NC(=O)C1=C(NC2=C1N=CN=C2C2=C(C=CC=1OCOC12)OCC1CC1)C (N-(trans-4-aminocyclohexyl)-4-[5-(cyclopropylmethoxy)-1,3-benzodioxol-4-yl]-6-methyl-5H-pyrrolo[3,2-d]pyrimidine-7-carboxamide hydrochloride), C(C)(=O)O[C@H](C(=O)Cl)C ((2S)-1-chloro-1-oxopropan-2-yl acetate). The product is C1(CC1)COC1=C(C2=C(OCO2)C=C1)C=1C2=C(N=CN1)C(=C(N2)C)C(=O)N[C@@H]2CC[C@H](CC2)NC([C@H](C)O)=O (4-[5-(cyclopropylmethoxy)-1,3-benzodioxol-4-yl]-N-(trans-4-{[(2S)-2-hydroxypropanoyl]amino}cyclohexyl)-6-methyl-5H-pyrrolo[3,2-d]pyrimidine-7-carboxamide). Procedure details: Starting from N-(trans-4-aminocyclohexyl)-4-[5-(cyclopropylmethoxy)-1,3-benzodioxol-4-yl]-6-methyl-5H-pyrrolo[3,2-d]pyrimidine-7-carboxamide hydrochloride (example D.f2) and commercially available (2S)-1-chloro-1-oxopropan-2-yl acetate the title compound is obtained as colorless solid. As a reaction SMILES: Cl.[NH2:2][C@H:3]1[CH2:8][CH2:7][C@H:6]([NH:9][C:10]([C:12]2[C:16]3[N:17]=[CH:18][N:19]=[C:20]([C:21]4[C:29]5[O:28][CH2:27][O:26][C:25]=5[CH:24]=[CH:23][C:22]=4[O:30][CH2:31][CH:32]4[CH2:34][CH2:33]4)[C:15]=3[NH:14][C:13]=2[CH3:35])=[O:11])[CH2:5][CH2:4]1.C([O:39][C@@H:40]([CH3:44])[C:41](Cl)=[O:42])(=O)C>>[CH:32]1([CH2:31][O:30][C:22]2[CH:23]=[CH:24][C:25]3[O:26][CH2:27][O:28][C:29]=3[C:21]=2[C:20]2[C:15]3[NH:14][C:13]([CH3:35])=[C:12]([C:10]([NH:9][C@H:6]4[CH2:7][CH2:8][C@H:3]([NH:2][C:41](=[O:42])[C@@H:40]([OH:39])[CH3:44])[CH2:4][CH2:5]4)=[O:11])[C:16]=3[N:17]=[CH:18][N:19]=2)[CH2:34][CH2:33]1 |f:0.1|. The reactants are FC(C(=O)O)(F)F.CS(=O)(=O)C1=CC=C(OC2=C3C(=NC=N2)N(N=C3)C3CCNCC3)C=C1 (4-(4-methanesulfonyl-phenoxy)-1-piperidin-4-yl-1H-pyrazolo[3,4-d]pyrimidine trifluoroacetate salt), FC(C(=O)O)(F)F.CS(=O)(=O)C1=CC=C(OC2=C3C(=NC=N2)N(N=C3)C3CCNCC3)C=C1 (4-(4-methanesulfonyl-phenoxy)-1-piperidin-4-yl-1H-pyrazolo[3,4-d]pyrimidine trifluoroacetate salt), C(C(C)C)(=O)Cl (isobutyryl chloride). Product: CS(=O)(=O)C1=CC=C(OC2=C3C(=NC=N2)N(N=C3)C3CCN(CC3)C(C(C)C)=O)C=C1 (1-{4-[4-(4-Methanesulfonyl-phenoxy)-pyrazolo[3,4-d]pyrimidin-1-yl]-piperidin-1-yl}-2-methyl-propan-1-one). RXN SMILES: FC(F)(F)C(O)=O.[CH3:8][S:9]([C:12]1[CH:33]=[CH:32][C:15]([O:16][C:17]2[N:22]=[CH:21][N:20]=[C:19]3[N:23]([CH:26]4[CH2:31][CH2:30][NH:29][CH2:28][CH2:27]4)[N:24]=[CH:25][C:18]=23)=[CH:14][CH:13]=1)(=[O:11])=[O:10].[C:34](Cl)(=[O:38])[CH:35]([CH3:37])[CH3:36]>>[CH3:8][S:9]([C:12]1[CH:13]=[CH:14][C:15]([O:16][C:17]2[N:22]=[CH:21][N:20]=[C:19]3[N:23]([CH:26]4[CH2:27][CH2:28][N:29]([C:34](=[O:38])[CH:35]([CH3:37])[CH3:36])[CH2:30][CH2:31]4)[N:24]=[CH:25][C:18]=23)=[CH:32][CH:33]=1)(=[O:11])=[O:10] |f:0.1|. Procedure: 1-{4-[4-(4-Methanesulfonyl-phenoxy)-pyrazolo[3,4-d]pyrimidin-1-yl]-piperidin-1-yl}-2-methyl-propan-1-one was prepared according to General Procedure I by the reaction of 4-(4-methanesulfonyl-phenoxy)-1-piperidin-4-yl-1H-pyrazolo[3,4-d]pyrimidine trifluoroacetate salt (Intermediate 27) with isobutyryl chloride (available from Aldrich Chemical Company, Inc., Milwaukee, Wis., USA). 1H NMR (400 MHz, DMSO-d6) δ 1.05 (d, 6H, J=6.9 Hz), 1.95-2.06 (m, 4H), 2.80-2.86 (m, 1H), 2.92-2.99 (m, 1H), 3.30 (met...